From a dataset of the Open Reaction Database (ORD), a public repository of structured organic reaction records. describe an organic reaction: reactants, conditions, products, and yield Reactants: BrC1=CC=C(C=C1)Br (1,4-dibromobenzene), C([O-])([O-])=O.[K+].[K+] (potassium carbonate), ClC=1C=CC(=C(C1)B(O)O)C=O (5-chloro-2-formylphenylboronic acid). Reagents/catalysts: C=1C=CC(=CC1)[P](C=2C=CC=CC2)(C=3C=CC=CC3)[Pd]([P](C=4C=CC=CC4)(C=5C=CC=CC5)C=6C=CC=CC6)([P](C=7C=CC=CC7)(C=8C=CC=CC8)C=9C=CC=CC9)[P](C=1C=CC=CC1)(C=1C=CC=CC1)C=1C=CC=CC1 (Pd(PPh3)4). Run in COCCOC (DME), O (water). Reaction conditions: temperature 80 celsius. The product is BrC1=CC=C(C=C1)C=1C(=CC=C(C1)Cl)C=O (4′-bromo-5-chlorobiphenyl-2-carbaldehyde). Isolated yield 52.1%. As a reaction SMILES: Br[C:2]1[CH:7]=[CH:6][C:5]([Br:8])=[CH:4][CH:3]=1.C(=O)([O-])[O-].[K+].[K+].[Cl:15][C:16]1[CH:17]=[CH:18][C:19]([CH:25]=[O:26])=[C:20](B(O)O)[CH:21]=1>COCCOC.O.C1C=CC([P]([Pd]([P](C2C=CC=CC=2)(C2C=CC=CC=2)C2C=CC=CC=2)([P](C2C=CC=CC=2)(C2C=CC=CC=2)C2C=CC=CC=2)[P](C2C=CC=CC=2)(C2C=CC=CC=2)C2C=CC=CC=2)(C2C=CC=CC=2)C2C=CC=CC=2)=CC=1>[Br:8][C:5]1[CH:6]=[CH:7][C:2]([C:18]2[C:19]([CH:25]=[O:26])=[CH:20][CH:21]=[C:16]([Cl:15])[CH:17]=2)=[CH:3][CH:4]=1 |f:1.2.3,^1:37,39,58,77|. Reported procedure: A solution of 1,4-dibromobenzene (8.3 g, 35.3 mmol), potassium carbonate (11.3 g, 81 mmol) and 5-chloro-2-formylphenylboronic acid (5 g, 27.1 mmol) in DME (150 mL) and water (30 mL) (in a pressure vessel) was sparged with nitrogen for 15 min. Pd(PPh3)4 (0.94 g, 0.814 mmol) was added and the reaction heated to 80° C. overnight. The reaction was cooled to r.t. and evaporated on the rotovap. The residue was diluted in EtOAc and washed with water then brine, dried over MgSO4, filtered and evaporated... Reactants: ClCCl.CO (dichloromethane methanol), CC(C)O (propan-2-ol), N12CC(C(CC1)CC2)C(=O)OC (methyl quinuclidine-3-carboxylate), C(CC)(N)=NO (propionamide oxime), [H-].[Na+] (sodium hydride), oil, hydrogen oxalate salt. The solvent is O1CCCC1 (tetrahydrofuran). Product: C(C(=O)O)(=O)O.C(C)C1=NOC(=N1)C1CN2CCC1CC2 (3-(3-Ethyl-1,2,4-oxadiazol-5-yl)quinuclidine Hydrogen Oxalate), free base. Isolated yield 77.0%. RXN SMILES: [N:1]12[CH2:8][CH2:7][CH:4]([CH2:5][CH2:6]1)[CH:3]([C:9]([O:11]C)=[O:10])[CH2:2]2.[C:13](=[N:17][OH:18])([NH2:16])[CH2:14][CH3:15].[H-].[Na+].CC(O)C.ClCCl.[CH3:28][OH:29]>O1CCCC1>[C:9]([OH:11])(=[O:10])[C:28]([OH:18])=[O:29].[CH2:14]([C:13]1[N:17]=[C:9]([CH:3]2[CH:4]3[CH2:5][CH2:6][N:1]([CH2:8][CH2:7]3)[CH2:2]2)[O:11][N:16]=1)[CH3:15] |f:2.3,5.6,8.9|. Procedure: The title compound free base (17 g, 77%) was prepared from methyl quinuclidine-3-carboxylate (18.0 g, 0.11 mol), propionamide oxime (14 g, 0.16 mol) and sodium hydride (7 g of a 55% oil dispersion, 0.16 mol) in anhydrous tetrahydrofuran (350 mL). The hydrogen oxalate salt had mp 113°-115° C. (propan-2-ol). Rf 0.3 in dichloromethane/methanol (50:1) on alumina plates. (Found: C, 52.25; H, 6.41; N, 14.07. C11H17N3O.C2H2O4 requires C, 52.52; H, 6.44; N, 14.13%). Starting materials: CCO, [Cl-], CCCCCCCCCCCCCCCCOc1ccc(C(=O)C(F)(F)F)cc1, [NH3+]O, c1ccncc1. Product: CCCCCCCCCCCCCCCCOc1ccc(C(=NO)C(F)(F)F)cc1. RXN SMILES: [CH3:39][CH2:40][OH:41].[Cl-:30].[F:1][C:2]([C:3](=[O:4])[c:5]1[cH:6][cH:7][c:8]([O:11][CH2:12][CH2:13][CH2:14][CH2:15][CH2:16][CH2:17][CH2:18][CH2:19][CH2:20][CH2:21][CH2:22][CH2:23][CH2:24][CH2:25][CH2:26][CH3:27])[cH:9][cH:10]1)([F:28])[F:29].[OH:31][NH3+:32].[cH:33]1[cH:34][cH:35][n:36][cH:37][cH:38]1>>[F:1][C:2]([C:3]([c:5]1[cH:6][cH:7][c:8]([O:11][CH2:12][CH2:13][CH2:14][CH2:15][CH2:16][CH2:17][CH2:18][CH2:19][CH2:20][CH2:21][CH2:22][CH2:23][CH2:24][CH2:25][CH2:26][CH3:27])[cH:9][cH:10]1)=[N:32][OH:31])([F:28])[F:29]. Starting materials: ClCCCC(C(=O)OC)(C(C)C)C1=CC(=C(C=C1)OC)OC (Methyl 5-chloro-2-(3,4-dimethoxyphenyl)-2-isopropylpentanoate), CNCCC1=CC=C(C(=O)OC)C=C1 (Methyl 4-(2-(methylamino)ethyl)benzoate). The product is COC=1C=C(C=CC1OC)C(CCCN(CCC1=CC=C(C(=O)OC)C=C1)C)(C(C)C)C(=O)OC (Methyl 4-(2-((4-(3,4-dimethoxyphenyl)-4-(methoxycarbonyl)-5-methylhexyl)(methyl)amino)ethyl)benzoate). RXN SMILES: Cl[CH2:2][CH2:3][CH2:4][C:5]([C:13]1[CH:18]=[CH:17][C:16]([O:19][CH3:20])=[C:15]([O:21][CH3:22])[CH:14]=1)([CH:10]([CH3:12])[CH3:11])[C:6]([O:8][CH3:9])=[O:7].[CH3:23][NH:24][CH2:25][CH2:26][C:27]1[CH:36]=[CH:35][C:30]([C:31]([O:33][CH3:34])=[O:32])=[CH:29][CH:28]=1>>[CH3:22][O:21][C:15]1[CH:14]=[C:13]([C:5]([C:6]([O:8][CH3:9])=[O:7])([CH:10]([CH3:12])[CH3:11])[CH2:4][CH2:3][CH2:2][N:24]([CH3:23])[CH2:25][CH2:26][C:27]2[CH:36]=[CH:35][C:30]([C:31]([O:33][CH3:34])=[O:32])=[CH:29][CH:28]=2)[CH:18]=[CH:17][C:16]=1[O:19][CH3:20]. Procedure: Reaction of 1e with 2b produced 3h. MS found M+H=486. The oxalate salt of 3h was recrystallized from ethyl acetate; mp 129-131° C.